describe an organic reaction: reactants, conditions, products, and yield From a dataset of the Open Reaction Database (ORD), a public repository of structured organic reaction records. The product is Cc1cc(Br)cc(C(O)c2cccc(F)c2)c1F. The reactants are Cc1cc(Br)ccc1F, [Li]CCCC, CCCCCC, CCOC(C)=O, CC(C)NC(C)C, Cl, O=Cc1cccc(F)c1, C1CCOC1. Reaction SMILES: [Br:13][c:14]1[cH:15][cH:16][c:17]([F:21])[c:18]([CH3:20])[cH:19]1.[CH2:1]([Li:2])[CH2:3][CH2:4][CH3:5].[CH3:32][CH2:33][CH2:34][CH2:35][CH2:36][CH3:37].[CH3:43][CH2:44][O:45][C:46](=[O:47])[CH3:48].[CH:6]([NH:7][CH:8]([CH3:9])[CH3:10])([CH3:11])[CH3:12].[ClH:31].[F:22][c:23]1[cH:24][c:25]([CH:26]=[O:27])[cH:28][cH:29][cH:30]1.[O:38]1[CH2:39][CH2:40][CH2:41][CH2:42]1>>[Br:13][c:14]1[cH:15][c:16]([CH:26]([c:25]2[cH:24][c:23]([F:22])[cH:30][cH:29][cH:28]2)[OH:27])[c:17]([F:21])[c:18]([CH3:20])[cH:19]1.